Dataset: the Open Reaction Database (ORD), a public repository of structured organic reaction records. Task: describe an organic reaction: reactants, conditions, products, and yield The reactants are C=1N=CN2C1C=CC=C2 (Imidazo[3,4-a]pyridine), CCOCC (ether), ClC1=CC=C(C(CBr)=O)C=C1 (p-chlorophenacyl bromide). Solvent: O1CCCC1 (tetrahydrofuran). Conditions: time 22 hour. Yields the product [Br-].ClC1=CC=C(C(=O)C[N+]2=CN3C(C=CC=C3)=C2)C=C1 (2-(4-chlorobenzoylmethyl)imidazo[3,4-a]pyridinium bromide). Yield: 68.3%. As a reaction SMILES: [CH:1]1[N:2]=[CH:3][N:4]2[CH:9]=[CH:8][CH:7]=[CH:6][C:5]=12.CCOCC.[Cl:15][C:16]1[CH:25]=[CH:24][C:19]([C:20](=[O:23])[CH2:21][Br:22])=[CH:18][CH:17]=1>O1CCCC1>[Br-:22].[Cl:15][C:16]1[CH:25]=[CH:24][C:19]([C:20]([CH2:21][N+:2]2[CH:1]=[C:5]3[CH:6]=[CH:7][CH:8]=[CH:9][N:4]3[CH:3]=2)=[O:23])=[CH:18][CH:17]=1 |f:4.5|. Procedure: Imidazo[3,4-a]pyridine (8.3 g., 70 mmoles) dissolved in 125 ml. of ether was mixed with p-chlorophenacyl bromide (16.3 g., 70 mmoles) dissolved in 50 ml. of tetrahydrofuran and stirred at room temperature for 10 minutes at which time a gummy precipitate (approximately 2 g.) was separated by decantation. The decant was stirred for an additional 22 hours at room temperature, by which time product had precipitated heavily. Filtration with ether wash gave 2-(4-chlorobenzoylmethyl)imidazo[3,4-a]pyrid... Reactants: BrC=1C=C(C=CC1F)C(/C=C/C(=O)O)=O ((E)-4-(3-bromo-4-fluorophenyl)-4-oxo-2-butenoic acid), [H][H] (hydrogen). The reagents and catalysts are [Pt] (platinum/charcoal). Run in C(C)O (ethanol), O1CCCC1 (tetrahydrofuran). Product: BrC=1C=C(C=CC1F)C(CCC(=O)O)=O (4-(3-bromo-4-fluorophenyl)-4-oxobutanoic acid). RXN SMILES: [Br:1][C:2]1[CH:3]=[C:4]([C:9](=[O:15])/[CH:10]=[CH:11]/[C:12]([OH:14])=[O:13])[CH:5]=[CH:6][C:7]=1[F:8].[H][H]>C(O)C.O1CCCC1.[Pt]>[Br:1][C:2]1[CH:3]=[C:4]([C:9](=[O:15])[CH2:10][CH2:11][C:12]([OH:14])=[O:13])[CH:5]=[CH:6][C:7]=1[F:8]. Reported procedure: A solution of 6.2 g (0.023 mol) of (E)-4-(3-bromo-4-fluorophenyl)-4-oxo-2-butenoic acid in a mixture of 200 ml ethanol and 25 ml tetrahydrofuran was hydrogenated in the presence of 1.0 g of 10% platinum/charcoal at ambient temperature under a pressure of 50 psi until the uptake of hydrogen was complete. The residue remaining after the catalyst and solvent had been eliminated crystallised spontaneously and after being washed thoroughly with diisopropylether yielded 1.7 g (27% of theoretical) of c...